Dataset: the Open Reaction Database (ORD), a public repository of structured organic reaction records. Task: describe an organic reaction: reactants, conditions, products, and yield Starting materials: FC=1C=C(C=CC1)N1[C@H](CCC1)C=1C=C(C=C2C(C=C(OC12)N1CCOCC1)=O)C(=O)O (8-[(2R)-(1-(3-fluorophenyl)pyrrolidin-2-yl)]-2-morpholino-4-oxo-4H-chromene-6-carboxylic acid), CN1CCNCC1 (1-methylpiperazine). Yields the product FC=1C=C(C=CC1)N1[C@H](CCC1)C=1C=C(C=C2C(C=C(OC12)N1CCOCC1)=O)C(=O)N1CCN(CC1)C (8-[(2R)-(1-(3-fluorophenyl)pyrrolidin-2-yl)]-6-(4-methylpiperazine-1-carbonyl)-2-morpholino-4H-chromen-4-one). The yield is 32.6%. RXN SMILES: [F:1][C:2]1[CH:3]=[C:4]([N:8]2[CH2:12][CH2:11][CH2:10][C@@H:9]2[C:13]2[CH:14]=[C:15]([C:30](O)=[O:31])[CH:16]=[C:17]3[C:22]=2[O:21][C:20]([N:23]2[CH2:28][CH2:27][O:26][CH2:25][CH2:24]2)=[CH:19][C:18]3=[O:29])[CH:5]=[CH:6][CH:7]=1.[CH3:33][N:34]1[CH2:39][CH2:38][NH:37][CH2:36][CH2:35]1>>[F:1][C:2]1[CH:3]=[C:4]([N:8]2[CH2:12][CH2:11][CH2:10][C@@H:9]2[C:13]2[CH:14]=[C:15]([C:30]([N:37]3[CH2:38][CH2:39][N:34]([CH3:33])[CH2:35][CH2:36]3)=[O:31])[CH:16]=[C:17]3[C:22]=2[O:21][C:20]([N:23]2[CH2:24][CH2:25][O:26][CH2:27][CH2:28]2)=[CH:19][C:18]3=[O:29])[CH:5]=[CH:6][CH:7]=1. Procedure details: 8-[(2R)-(1-(3-fluorophenyl)pyrrolidin-2-yl)]-2-morpholino-4-oxo-4H-chromene-6-carboxylic acid (see Example 1.06 for preparation; 100 mg, 0.23 mmol) was reacted with 1-methylpiperazine (0.076 ml, 0.68 mmol) using a procedure similar to the one described in example 1.00 to afford 8-[(2R)-(1-(3-fluorophenyl)pyrrolidin-2-yl)]-6-(4-methylpiperazine-1-carbonyl)-2-morpholino-4H-chromen-4-one (39 mg, 33%). Reactants: C(C)OC(C1=CC=C(C=C1)N)=O (ethyl-4-aminobenzoate), [N+](=O)([O-])C1=C(C=O)C=CC=C1 (2-nitrobenzaldehyde), ester. The solvent is C(C)O (ethanol). The product is [N+](=O)([O-])C1=C(C=NC2=CC=C(C(=O)OCC)C=C2)C=CC=C1 (ethyl 4-(2-nitrobenzylideneamino)benzoate). The yield is 86.3%. As a reaction SMILES: [CH2:1]([O:3][C:4](=[O:12])[C:5]1[CH:10]=[CH:9][C:8]([NH2:11])=[CH:7][CH:6]=1)[CH3:2].[N+:13]([C:16]1[CH:23]=[CH:22][CH:21]=[CH:20][C:17]=1[CH:18]=O)([O-:15])=[O:14]>C(O)C>[N+:13]([C:16]1[CH:23]=[CH:22][CH:21]=[CH:20][C:17]=1[CH:18]=[N:11][C:8]1[CH:9]=[CH:10][C:5]([C:4]([O:3][CH2:1][CH3:2])=[O:12])=[CH:6][CH:7]=1)([O-:15])=[O:14]. Procedure: To a solution of ethyl-4-aminobenzoate (5.0 g, 30.3 mmol) in ethanol was added 2-nitrobenzaldehyde (5.03, 33.3 mmol) at room temperature. The reaction mixture was stirred at reflux for 3 h LC-MS showed ester was consumed nearly. The reaction mixture was concentrated in vacuo. The residue was washed by diethyl ether to give ethyl 4-(2-nitrobenzylideneamino)benzoate as yellow solid (7.8 g, yield 86.4%). LC/MS m/e obsd. (ESI+) [(M+H)+] 299.2. Starting materials: CC(=O)SCCc1c(C(=O)[O-])[nH]c2ccccc12, C1CCOC1, [K+], [OH-]. Product: O=C(O)c1[nH]c2ccccc2c1CCS. RXN SMILES: [C:1](=[O:2])([CH3:3])[S:4][CH2:5][CH2:6][c:7]1[c:8]([C:16](=[O:17])[O-:18])[nH:9][c:10]2[cH:11][cH:12][cH:13][cH:14][c:15]12.[CH2:21]1[O:22][CH2:23][CH2:24][CH2:25]1.[K+:20].[OH-:19]>>[SH:4][CH2:5][CH2:6][c:7]1[c:8]([C:16](=[O:17])[OH:18])[nH:9][c:10]2[cH:11][cH:12][cH:13][cH:14][c:15]12. Starting materials: ClC(=O)C1=CN(C2=CC=CC=C12)S(=O)(=O)C1=CC=CC=C1 (3-chlorocarbonyl-1-(phenylsulfonyl)-indole), C(C1=CC=CC=C1)N (benzylamine). Run in C(Cl)Cl (CH2Cl2). Yields the product C(C1=CC=CC=C1)NC(=O)C1=CN(C2=CC=CC=C12)S(=O)(=O)C1=CC=CC=C1 (N-benzyl-1-(phenylsulfonyl) indole-3-carboxamide). Reaction SMILES: Cl[C:2]([C:4]1[C:12]2[C:7](=[CH:8][CH:9]=[CH:10][CH:11]=2)[N:6]([S:13]([C:16]2[CH:21]=[CH:20][CH:19]=[CH:18][CH:17]=2)(=[O:15])=[O:14])[CH:5]=1)=[O:3].[CH2:22]([NH2:29])[C:23]1[CH:28]=[CH:27][CH:26]=[CH:25][CH:24]=1>C(Cl)Cl>[CH2:22]([NH:29][C:2]([C:4]1[C:12]2[C:7](=[CH:8][CH:9]=[CH:10][CH:11]=2)[N:6]([S:13]([C:16]2[CH:21]=[CH:20][CH:19]=[CH:18][CH:17]=2)(=[O:15])=[O:14])[CH:5]=1)=[O:3])[C:23]1[CH:28]=[CH:27][CH:26]=[CH:25][CH:24]=1. Procedure details: Reaction of 3-chlorocarbonyl-1-(phenylsulfonyl)-indole [XXIII] (Ketcha D. M., Gribble G. W., J. Org. Chem. 1985;50:5451-5457) with an excess of benzylamine in CH2Cl2) (method of Ketcha and Gribble) gave N-benzyl-1-(phenylsulfonyl) indole-3-carboxamide [XXIV: R8 =CH2Ph]; mp (MeOH) 188°-189° C. The reactants are C(OC1=CC=CC=C1)(=O)Cl (phenyl carbonochloridate), [N+](=O)([O-])C1=CC=C(C=C1)N1CC(CCC1)N[C@H]1[C@@H](CCCC1)N ((1R,2R)—N1-(1-(4-nitrophenyl)piperidin-3-yl)cyclohexane-1,2-diamine), [N+](=O)([O-])C1=CC=C(C=C1)N1CC(CCC1)N[C@H]1[C@@H](CCCC1)N ((1R,2R)—N1-(1-(4-nitrophenyl)piperidin-3-yl)cyclohexane-1,2-diamine). Product: [N+](=O)([O-])C1=CC=C(C=C1)N1C[C@H](CCC1)N[C@H]1[C@@H](CCCC1)NC(OC1=CC=CC=C1)=O (Phenyl (1R,2R)-2-((S)-1-(4-nitrophenyl)piperidin-3-ylamino)cyclohexylcarbamate), product. The yield is 10.0%. As a reaction SMILES: [N+:1]([C:4]1[CH:9]=[CH:8][C:7]([N:10]2[CH2:15][CH2:14][CH2:13][CH:12]([NH:16][C@@H:17]3[CH2:22][CH2:21][CH2:20][CH2:19][C@H:18]3[NH2:23])[CH2:11]2)=[CH:6][CH:5]=1)([O-:3])=[O:2].[C:24](Cl)(=[O:32])[O:25][C:26]1[CH:31]=[CH:30][CH:29]=[CH:28][CH:27]=1>>[N+:1]([C:4]1[CH:5]=[CH:6][C:7]([N:10]2[CH2:15][CH2:14][CH2:13][C@H:12]([NH:16][C@@H:17]3[CH2:22][CH2:21][CH2:20][CH2:19][C@H:18]3[NH:23][C:24](=[O:32])[O:25][C:26]3[CH:31]=[CH:30][CH:29]=[CH:28][CH:27]=3)[CH2:11]2)=[CH:8][CH:9]=1)([O-:3])=[O:2]. Reported procedure: Phenyl (1R,2R)-2-((S)-1-(4-nitrophenyl)piperidin-3-ylamino)cyclohexylcarbamate was synthesized using (1R,2R)—N1-(1-(4-nitrophenyl)piperidin-3-yl)cyclohexane-1,2-diamine (from intermediate C, Example 2) (30 mg, 0.094 mmol) and phenyl carbonochloridate (14.75 mg, 0.094 mmol) according to General Procedure G to give 5 mg (10% yield) of the product as a yellow solid. Anal. Calcd. for C24H30N4O4 m/z 438.5, found: 439.4 (M+H)+; 1H NMR (500 MHz, MeOH-d3) δ ppm 8.09 (d, J=9.3 Hz, 2H), 7.26 (t, J=8.0 Hz,...